This data is from the Open Reaction Database (ORD), a public repository of structured organic reaction records. The task is: describe an organic reaction: reactants, conditions, products, and yield The reactants are CC(C)(C)NC(=O)c1cc([O-])cc(C(=O)NC(C)(C)C)c1, N#Cc1cc(C#N)cc(Oc2c([N+](=O)[O-])ccc(F)c2F)c1, O=[N+]([O-])c1ccc(F)c(F)c1F, [Na+]. Product: CC(C)(C)NC(=O)c1cc(Oc2c([N+](=O)[O-])ccc(F)c2F)cc(C(=O)NC(C)(C)C)c1. Reaction SMILES: [C:23]([CH3:24])([CH3:25])([CH3:26])[NH:27][C:28](=[O:29])[c:30]1[cH:31][c:32]([O-:43])[cH:33][c:34]([C:36]([NH:37][C:38]([CH3:39])([CH3:40])[CH3:41])=[O:42])[cH:35]1.[F:1][c:2]1[c:3]([O:12][c:13]2[cH:14][c:15]([C:16]#[N:17])[cH:18][c:19]([C:20]#[N:21])[cH:22]2)[c:4]([N+:9](=[O:10])[O-:11])[cH:5][cH:6][c:7]1[F:8].[F:45][c:46]1[c:47]([F:48])[c:49]([F:50])[cH:51][cH:52][c:53]1[N+:54]([O-:55])=[O:56].[Na+:44]>>[F:1][c:2]1[c:3]([O:43][c:32]2[cH:31][c:30]([C:28]([NH:27][C:23]([CH3:24])([CH3:25])[CH3:26])=[O:29])[cH:35][c:34]([C:36]([NH:37][C:38]([CH3:39])([CH3:40])[CH3:41])=[O:42])[cH:33]2)[c:4]([N+:9](=[O:10])[O-:11])[cH:5][cH:6][c:7]1[F:8]. Starting materials: C(C)(=O)OC[C@@H]1[C@](C[C@@H](O1)N1C(=O)NC(=O)C(C)=C1)(O)F (5'-O-Acetyl-3'-fluorothymidine), P12(=S)SP3(=S)SP(=S)(S1)SP(=S)(S2)S3 (phosphorus pentasulfide). Solvent: N1=CC=CC=C1 (pyridine). Product: C(C)(=O)OC[C@@H]1[C@H](C[C@@H](O1)N1C(=O)NC(=S)C(C)=C1)F (1-(5-O-Acetyl-2,3-dideoxy-3-fluoro-β-D-ribofuranosyl)-4-thiothymine). Reaction SMILES: [C:1]([O:4][CH2:5][C@H:6]1[O:10][C@@H:9]([N:11]2[CH:19]=[C:17]([CH3:18])[C:15](=O)[NH:14][C:12]2=[O:13])[CH2:8][C@:7]1([F:21])O)(=[O:3])[CH3:2].P12(SP3(SP(SP(S3)(S1)=S)(=S)S2)=S)=[S:23]>N1C=CC=CC=1>[C:1]([O:4][CH2:5][C@H:6]1[O:10][C@@H:9]([N:11]2[CH:19]=[C:17]([CH3:18])[C:15](=[S:23])[NH:14][C:12]2=[O:13])[CH2:8][C@@H:7]1[F:21])(=[O:3])[CH3:2]. Reported procedure: 5'-O-Acetyl-3'-fluorothymidine (400 mg, 1.4 mmoles) are heated under reflux for 24 hours with 933 mg of phosphorus pentasulfide in 32 mL of pyridine. After the solvent is driven off, the residue is fractionated by column chromatography on Kieselgel 40 and yields the desired compound as a yellow oil. Conditions: temperature 100 celsius. As a reaction SMILES: Br[C:2]1[N:19]([CH2:20][C@H:21]2[CH2:26][CH2:25][C@H:24]([CH3:27])[CH2:23][CH2:22]2)[C:5]2[C:6]([C:12]3[CH:13]=[N:14][CH:15]=[C:16]([Cl:18])[CH:17]=3)=[N:7][C:8]([C:10]#[N:11])=[CH:9][C:4]=2[N:3]=1.[C:28]([Si:32]([CH3:47])([CH3:46])[O:33][CH2:34][C:35](B1OC(C)(C)C(C)(C)O1)=[CH2:36])([CH3:31])([CH3:30])[CH3:29].P([O-])([O-])([O-])=O.[K+].[K+].[K+].O>O1CCOCC1.C1C=CC(P(C2C=CC=CC=2)[C-]2C=CC=C2)=CC=1.C1C=CC(P(C2C=CC=CC=2)[C-]2C=CC=C2)=CC=1.Cl[Pd]Cl.[Fe+2]>[Si:32]([O:33][CH2:34][C:35]([C:2]1[N:19]([CH2:20][C@H:21]2[CH2:26][CH2:25][C@H:24]([CH3:27])[CH2:23][CH2:22]2)[C:5]2[C:6]([C:12]3[CH:13]=[N:14][CH:15]=[C:16]([Cl:18])[CH:17]=3)=[N:7][C:8]([C:10]#[N:11])=[CH:9][C:4]=2[N:3]=1)=[CH2:36])([C:28]([CH3:29])([CH3:30])[CH3:31])([CH3:46])[CH3:47] |f:2.3.4.5,8.9.10.11|. Reactants: BrC1=NC2=C(C(=NC(=C2)C#N)C=2C=NC=C(C2)Cl)N1C[C@@H]1CC[C@H](CC1)C (2-bromo-4-(5-chloropyridin-3-yl)-3-[(trans-4-methylcyclohexyl)methyl]-3H-imidazo[4,5-c]pyridine-6-carbonitrile), C(C)(C)(C)[Si](OCC(=C)B1OC(C(O1)(C)C)(C)C)(C)C (tert-butyldimethyl((2-(4,4,5,5-tetramethyl-1,3,2-dioxaborolan-2-yl)allyl)oxy)silane), P(=O)([O-])([O-])[O-].[K+].[K+].[K+] (potassium phosphate), O (water). Yields the product [Si](C)(C)(C(C)(C)C)OCC(=C)C1=NC2=C(C(=NC(=C2)C#N)C=2C=NC=C(C2)Cl)N1C[C@@H]1CC[C@H](CC1)C (2-(3-{[tert-butyl(dimethyl)silyl]oxy}prop-1-en-2-yl)-4-(5-chloropyridin-3-yl)-3-[(trans-4-methylcyclohexyl)methyl]-3H-imidazo[4,5-c]pyridine-6-carbonitrile). The reagents and catalysts are C1=CC=C(C=C1)P([C-]2C=CC=C2)C3=CC=CC=C3.C1=CC=C(C=C1)P([C-]2C=CC=C2)C3=CC=CC=C3.Cl[Pd]Cl.[Fe+2] (PdCl2(dppf)). The solvent is O1CCOCC1 (1,4-dioxane). Reported procedure: To a stirred solution of 2-bromo-4-(5-chloropyridin-3-yl)-3-[(trans-4-methylcyclohexyl)methyl]-3H-imidazo[4,5-c]pyridine-6-carbonitrile (Preparative Example 3.1; 3.0 g, 6.93 mmol) in 1,4-dioxane (60 mL), tert-butyldimethyl((2-(4,4,5,5-tetramethyl-1,3,2-dioxaborolan-2-yl)allyl)oxy)silane (3.09 g 10.39 mmol), potassium phosphate (2.94 g, 13.86 mmol), and water (6 mL) were added, and the mixture was degassed with argon for 15 minutes. PdCl2(dppf) (0.85 g, 1.04 mmol), was added, and the mixture was ... Reactants: ClCCl, O=C(OO)c1cccc(Cl)c1, COC(=O)c1ccc(-c2cnc(SC)nn2)cc1F. Yields the product COC(=O)c1ccc(-c2cnc(S(C)=O)nn2)cc1F. As a reaction SMILES: [CH2:31]([Cl:32])[Cl:33].[Cl:20][c:21]1[cH:22][cH:23][cH:24][c:25]([C:26]([O:27][OH:29])=[O:28])[cH:30]1.[F:1][c:2]1[c:3]([C:4](=[O:5])[O:6][CH3:7])[cH:8][cH:9][c:10](-[c:12]2[cH:13][n:14][c:15]([S:18][CH3:19])[n:16][n:17]2)[cH:11]1>>[F:1][c:2]1[c:3]([C:4](=[O:5])[O:6][CH3:7])[cH:8][cH:9][c:10](-[c:12]2[cH:13][n:14][c:15]([S:18]([CH3:19])=[O:28])[n:16][n:17]2)[cH:11]1. Reactants: 10g, ClC(CCCCCS(=O)(=O)O)CS(F)(F)(F)(F)F (6-chloro-7-(pentafluorosulfuranyl)heptane-1-sulfonic acid), [OH-].[Na+] (sodium hydroxide). Solvent: C(C)O (ethanol). The product is ClC(CCCCCS(=O)(=O)[O-])CS(F)(F)(F)(F)F.[Na+] (Sodium 6-chloro-7-(pentafluorosulfuranyl)heptane -1-sulfonate). Reaction SMILES: [Cl:1][CH:2]([CH2:12][S:13]([F:18])([F:17])([F:16])([F:15])[F:14])[CH2:3][CH2:4][CH2:5][CH2:6][CH2:7][S:8]([OH:11])(=[O:10])=[O:9].[OH-].[Na+:20]>C(O)C>[Cl:1][CH:2]([CH2:12][S:13]([F:18])([F:17])([F:14])([F:15])[F:16])[CH2:3][CH2:4][CH2:5][CH2:6][CH2:7][S:8]([O-:11])(=[O:10])=[O:9].[Na+:20] |f:1.2,4.5|. Procedure details: 10g (29.35 mmol; 1 eq) of sulfonic acid from Example 6b are suspended in 130 ml of ethanol, and 1.4 9 (35.22 mmol; 1.2 eq) of sodium hydroxide are added. The reaction mixture is heated under reflux for 1 h. The solid is filtered off at RT. As a reaction SMILES: [C:1]([O:5][C:6]([N:8]1[CH2:13][CH2:12][C:11]([CH2:26][CH2:27][O:28][Si](C(C)(C)C)(C)C)([C:14]2[NH:18][N:17]=[C:16]([CH2:19][C:20]3[CH:25]=[CH:24][CH:23]=[CH:22][CH:21]=3)[CH:15]=2)[CH2:10][CH2:9]1)=[O:7])([CH3:4])([CH3:3])[CH3:2].[F-].C([N+](CCCC)(CCCC)CCCC)CCC.Cl>C1COCC1.C(OCC)(=O)C>[C:1]([O:5][C:6]([N:8]1[CH2:13][CH2:12][C:11]([CH2:26][CH2:27][OH:28])([C:14]2[NH:18][N:17]=[C:16]([CH2:19][C:20]3[CH:25]=[CH:24][CH:23]=[CH:22][CH:21]=3)[CH:15]=2)[CH2:10][CH2:9]1)=[O:7])([CH3:3])([CH3:4])[CH3:2] |f:1.2|. Isolated yield 66.2%. Reactants: C(C)(C)(C)OC(=O)N1CCC(CC1)(C1=CC(=NN1)CC1=CC=CC=C1)CCO[Si](C)(C)C(C)(C)C (1-(tert-Butoxycarbonyl)-4-(2-tert-butyldimethylsilyloxyeth-1-yl)-4-(3-benzyl-(1H)-pyrazol-5-yl)piperidine), [F-].C(CCC)[N+](CCCC)(CCCC)CCCC (tetrabutylammonium fluoride), Cl (HCl). Product: C(C)(C)(C)OC(=O)N1CCC(CC1)(C1=CC(=NN1)CC1=CC=CC=C1)CCO (1-(tert-Butoxycarbonyl)-4-(2-hydroxyeth-1-yl)-4-(3-benzyl-(1H)-pyrazol-5-yl)piperidine). Reported procedure: To a solution of 1-(tert-butoxycarbonyl)-4-(2-tert-butyldimethylsilyloxyeth-1-yl)-4-(3-benzyl-(1H)-pyrazol-5-yl)piperidine (243 mg, 0.49 mmol) from Step H in THF (5 mL) was added 1M tetrabutylammonium fluoride in THF (0.63 mL, 0.63 mmol). The reaction was stirred at room temperature for 1 h and was then diluted with ethyl acetate, poured into 1N HCl, and extracted twice with ethyl acetate. The combined organic layers were washed with brine, dried over sodium sulfate, filtered, and concentrated. ... Run at time 1 hour. Solvent: C1CCOC1 (THF), C1CCOC1 (THF), C(C)(=O)OCC (ethyl acetate). Reactants: C(C1=CC=CC=C1)(=O)OC1CCC2C(NCC21)=O (1-Oxo-octahydrocyclopenta[c]pyrrol-4-yl benzoate), C(C1=CC=CC=C1)(=O)OC1CCC2NC(CC21)=O (2-Oxo-octahydrocyclopenta[b]pyrrol-4-yl benzoate), [H-].[Na+] (sodium hydride), BrCC1=C(C(=C(C#N)C=C1)Cl)C (4-(Bromomethyl)-2-chloro-3-methylbenzonitrile). Solvent: C1CCOC1 (THF), CN(C)C=O (DMF). Run at temperature 0 celsius, time 45 minute. Yields the product title compound 7D, C(C1=CC=CC=C1)(=O)OC1CCC2N(C(CC21)=O)CC2=C(C(=C(C=C2)C#N)Cl)C (1-(3-Chloro-4-cyano-2-methylbenzyl)-2-oxo-octahydrocyclopenta[b]-pyrrol-4-yl benzoate). RXN SMILES: [C:1]([O:9][CH:10]1[CH:17]2[CH:13]([C:14](=[O:18])[NH:15][CH2:16]2)[CH2:12][CH2:11]1)(=[O:8])[C:2]1[CH:7]=[CH:6][CH:5]=[CH:4][CH:3]=1.C(OC1C2C(NC(=O)C2)CC1)(=O)C1C=CC=CC=1.[H-].[Na+].Br[CH2:40][C:41]1[CH:48]=[CH:47][C:44]([C:45]#[N:46])=[C:43]([Cl:49])[C:42]=1[CH3:50]>C1COCC1.CN(C=O)C>[C:1]([O:9][CH:10]1[CH:17]2[CH:16]([N:15]([CH2:40][C:41]3[CH:48]=[CH:47][C:44]([C:45]#[N:46])=[C:43]([Cl:49])[C:42]=3[CH3:50])[C:14](=[O:18])[CH2:13]2)[CH2:12][CH2:11]1)(=[O:8])[C:2]1[CH:3]=[CH:4][CH:5]=[CH:6][CH:7]=1 |f:2.3|. Procedure details: To a solution containing mixtures of compound 1I and 1J (170 mg, 0.69 mmol, different batch than previous lot in example 1) in anhydrous THF (4 mL) and anhydrous DMF (4 mL) was added sodium hydride (27.7 mg, 0.69 mmol) at 0° C., and stirred at 0° C. for 45 min. Compound 7C (169 mg, 0.69 mmol) was added at 0° C., the ice-water bath was removed, and the stirring was continued between 0° C. to RT for 2 hr before it was quenched with saturated NH4Cl solution. The mixture was diluted with EtOAc, orga...